Dataset: the Open Reaction Database (ORD), a public repository of structured organic reaction records. Task: describe an organic reaction: reactants, conditions, products, and yield The reactants are glass, C(C)(C)(C)OOC(C(=O)[O-])(CCCC)CC (t-butylperoxy(2-ethylhexanoate)), C(CCC)OC1=CC=C(C=C)C=C1 (p-butoxystyrene), C(C=C)(=O)OC(C)(C)C (t-butyl acrylate), C(C=C)(=O)O (acrylic acid). Solvent: CC(=O)C (acetone). Reaction conditions: temperature 90 celsius. Product: C(CCC)OC1=CC=C(C=C)C=C1.C(C=C)(=O)OC(C)(C)C.C(C=C)(=O)O (p-butoxystyrene t-butyl acrylate acrylic acid). Isolated yield 64.0%. As a reaction SMILES: [CH2:1]([O:5][C:6]1[CH:13]=[CH:12][C:9]([CH:10]=[CH2:11])=[CH:8][CH:7]=1)[CH2:2][CH2:3][CH3:4].[C:14]([O:18][C:19]([CH3:22])([CH3:21])[CH3:20])(=[O:17])[CH:15]=[CH2:16].[C:23]([OH:27])(=[O:26])[CH:24]=[CH2:25].C(OOC(CC)(CCCC)C([O-])=O)(C)(C)C>CC(C)=O>[CH2:1]([O:5][C:6]1[CH:7]=[CH:8][C:9]([CH:10]=[CH2:11])=[CH:12][CH:13]=1)[CH2:2][CH2:3][CH3:4].[C:14]([O:18][C:19]([CH3:22])([CH3:21])[CH3:20])(=[O:17])[CH:15]=[CH2:16].[C:23]([OH:27])(=[O:26])[CH:24]=[CH2:25] |f:5.6.7|. Procedure details: In an autoclave equipped with a 1.0-liter glass polymerization vessel and purged with nitrogen, polymerization reaction was carried out by dissolving 19.4 grams (0.11 mol) of p-butoxystyrene, 25.0 grams (0.20 mol) of t-butyl acrylate and 0.7 grams (0.01 mol) of acrylic acid in 300 grams of acetone, adding 3.5 grams of t-butylperoxy(2-ethylhexanoate) as a polymerization catalyst, and heating the mixture at 90° C. Thereafter, the catalyst was added in incremental amounts, that is, 1.0 grams after ... Starting materials: BrC=1C=C(C=CC1)C(C(C)C)(O)C=1N=CN(C1)C(C1=CC=CC=C1)(C1=CC=CC=C1)C1=CC=CC=C1 (1-(3-bromophenyl)-(1-trityl-1H-imidazol-4-yl)-2-methyl-1-propanol), FC1=C(C=CC(=C1)F)B(O)O (2,4-difluorophenylboronic acid), C([O-])([O-])=O.[Na+].[Na+] (sodium carbonate). Reagents/catalysts: C=1C=CC(=CC1)[P](C=2C=CC=CC2)(C=3C=CC=CC3)[Pd]([P](C=4C=CC=CC4)(C=5C=CC=CC5)C=6C=CC=CC6)([P](C=7C=CC=CC7)(C=8C=CC=CC8)C=9C=CC=CC9)[P](C=1C=CC=CC1)(C=1C=CC=CC1)C=1C=CC=CC1 (tetrakis(triphenylphosphine)palladium(0)). The product is FC1=C(C=CC(=C1)F)C1=CC(=CC=C1)C(C(C)C)(O)C=1N=CN(C1)C(C1=CC=CC=C1)(C1=CC=CC=C1)C1=CC=CC=C1 (1-(2′,4′-difluoro[1,1′-biphenyl]-3-yl)-1-(1-trityl-1H-imidazol-4-yl)-2-methyl-1-propanol). The yield is 100.3%. Reaction SMILES: Br[C:2]1[CH:3]=[C:4]([C:8]([C:13]2[N:14]=[CH:15][N:16]([C:18]([C:31]3[CH:36]=[CH:35][CH:34]=[CH:33][CH:32]=3)([C:25]3[CH:30]=[CH:29][CH:28]=[CH:27][CH:26]=3)[C:19]3[CH:24]=[CH:23][CH:22]=[CH:21][CH:20]=3)[CH:17]=2)([OH:12])[CH:9]([CH3:11])[CH3:10])[CH:5]=[CH:6][CH:7]=1.[F:37][C:38]1[CH:43]=[C:42]([F:44])[CH:41]=[CH:40][C:39]=1B(O)O.C(=O)([O-])[O-].[Na+].[Na+]>C1C=CC([P]([Pd]([P](C2C=CC=CC=2)(C2C=CC=CC=2)C2C=CC=CC=2)([P](C2C=CC=CC=2)(C2C=CC=CC=2)C2C=CC=CC=2)[P](C2C=CC=CC=2)(C2C=CC=CC=2)C2C=CC=CC=2)(C2C=CC=CC=2)C2C=CC=CC=2)=CC=1>[F:37][C:38]1[CH:43]=[C:42]([F:44])[CH:41]=[CH:40][C:39]=1[C:2]1[CH:7]=[CH:6][CH:5]=[C:4]([C:8]([C:13]2[N:14]=[CH:15][N:16]([C:18]([C:25]3[CH:26]=[CH:27][CH:28]=[CH:29][CH:30]=3)([C:19]3[CH:24]=[CH:23][CH:22]=[CH:21][CH:20]=3)[C:31]3[CH:36]=[CH:35][CH:34]=[CH:33][CH:32]=3)[CH:17]=2)([OH:12])[CH:9]([CH3:10])[CH3:11])[CH:3]=1 |f:2.3.4,^1:57,59,78,97|. Procedure details: By the reaction in the same manner as in Example 4-(ii) using 1-(3-bromophenyl)-(1-trityl-1H-imidazol-4-yl)-2-methyl-1-propanol (6.00 g), 2,4-difluorophenylboronic acid (2.82 g), 2M aqueous sodium carbonate solution (45 ml) and tetrakis(triphenylphosphine)palladium(0) (647 mg), the yellow amorphous title compound (6.39 g) was obtained.